From a dataset of the Open Reaction Database (ORD), a public repository of structured organic reaction records. describe an organic reaction: reactants, conditions, products, and yield The reactants are O=C([O-])[O-], CN(C)C=O, [Cl-], Clc1ccc(C(Cl)c2ccc(Cl)cc2)cc1, [K+], [K+], [Na+], c1nnn[nH]1. The product is Clc1ccc(C(c2ccc(Cl)cc2)n2ncnn2)cc1. As a reaction SMILES: [C:6](=[O:7])([O-:8])[O-:9].[CH3:30][N:31]([CH3:32])[CH:33]=[O:34].[Cl-:29].[Cl:12][c:13]1[cH:14][cH:15][c:16]([CH:17]([c:18]2[cH:19][cH:20][c:21]([Cl:24])[cH:22][cH:23]2)[Cl:25])[cH:26][cH:27]1.[K+:10].[K+:11].[Na+:28].[nH:1]1[n:2][n:3][n:4][cH:5]1>>[n:1]1[n:2]([CH:17]([c:16]2[cH:15][cH:14][c:13]([Cl:12])[cH:27][cH:26]2)[c:18]2[cH:19][cH:20][c:21]([Cl:24])[cH:22][cH:23]2)[n:3][n:4][cH:5]1. Starting materials: Cl (hydrochloric acid), C(C)OC(=O)C=1N=C(N2C1CN(CC2)C(C[C@@H](CC2=C(C=C(C(=C2)F)F)F)NC(=O)OC(C)(C)C)=O)C(F)(F)F ((R)-7-[3-tert-butoxycarbonylamino-4-(2,4,5-trifluoro-phenyl)-butyryl]-3-trifluoromethyl-5,6,7,8-tetrahydro-imidazo[1,5-a]pyrazine-1-carboxylic acid ethyl ester). The solvent is C(C)(=O)OCC (ethyl acetate), C(C)(=O)OCC (ethyl acetate). The product is Cl.C(C)OC(=O)C=1N=C(N2C1CN(CC2)C(C[C@@H](CC2=C(C=C(C(=C2)F)F)F)N)=O)C(F)(F)F ((R)-7-[3-amino-4-(2,4,5-trifluoro-phenyl)-butyryl]-3-trifluoromethyl-5,6,7,8-tetrahydro-imidazo[1,5-a]pyrazine-1-carboxylic acid ethyl ester hydrochloride). Isolated yield 99.0%. RXN SMILES: [CH2:1]([O:3][C:4]([C:6]1[N:7]=[C:8]([C:37]([F:40])([F:39])[F:38])[N:9]2[CH2:14][CH2:13][N:12]([C:15](=[O:36])[CH2:16][C@H:17]([NH:28]C(OC(C)(C)C)=O)[CH2:18][C:19]3[CH:24]=[C:23]([F:25])[C:22]([F:26])=[CH:21][C:20]=3[F:27])[CH2:11][C:10]=12)=[O:5])[CH3:2].[ClH:41]>C(OCC)(=O)C>[ClH:41].[CH2:1]([O:3][C:4]([C:6]1[N:7]=[C:8]([C:37]([F:39])([F:40])[F:38])[N:9]2[CH2:14][CH2:13][N:12]([C:15](=[O:36])[CH2:16][C@H:17]([NH2:28])[CH2:18][C:19]3[CH:24]=[C:23]([F:25])[C:22]([F:26])=[CH:21][C:20]=3[F:27])[CH2:11][C:10]=12)=[O:5])[CH3:2] |f:3.4|. Procedure: (R)-7-[3-tert-Butoxycarbonylamino-4-(2,4,5-trifluoro-phenyl)-butyryl]-3-trifluoromethyl-5,6,7,8-tetrahydro-imidazo[1,5-a]pyrazine-1-carboxylic acid ethyl ester 23a (0.09 g, 0.156 mmol) and 2 mL of ethyl acetate were added into the reaction flask. A solution of 2.7 N hydrochloric acid in 4 mL of ethyl acetate was then added to the flask. The reaction mixture was reacted at room temperature for 3 hours and monitored by thin layer chromatography until the disappearance of the starting materials. Th... Reactants: C1OC=2C=C(CC3NCCC4=C(C=CC(=C34)OC)OC)C=CC2O1 (1-(3,4-Methylenedioxy-benzyl)5,8-dimethoxy-1,2,3,4-tetrahydroisoquinoline), BrCC(=O)Br (2-bromoacetyl bromide), NCC=1NC2=C(N1)C=CC=C2 (2-(aminomethyl)-benzimidazole). Yields the product C1OC=2C=C(CC3N(CCC4=C(C=CC(=C34)OC)OC)CC(=O)NCC3=NC4=C(N3)C=CC=C4)C=CC2O1 (2-[1-(3,4-Methylenedioxy-benzyl)-5,8-dimethoxy-3,4-dihydro-1H-isoquinolin-2-yl]-N-(1H-benzoimidazol-2-yl-methyl)-acetamide). As a reaction SMILES: [CH2:1]1[O:24][C:23]2[CH:22]=[CH:21][C:5]([CH2:6][CH:7]3[C:16]4[C:11](=[C:12]([O:19][CH3:20])[CH:13]=[CH:14][C:15]=4[O:17][CH3:18])[CH2:10][CH2:9][NH:8]3)=[CH:4][C:3]=2[O:2]1.Br[CH2:26][C:27](Br)=[O:28].[NH2:30][CH2:31][C:32]1[NH:33][C:34]2[CH:40]=[CH:39][CH:38]=[CH:37][C:35]=2[N:36]=1>>[CH2:1]1[O:24][C:23]2[CH:22]=[CH:21][C:5]([CH2:6][CH:7]3[C:16]4[C:11](=[C:12]([O:19][CH3:20])[CH:13]=[CH:14][C:15]=4[O:17][CH3:18])[CH2:10][CH2:9][N:8]3[CH2:26][C:27]([NH:30][CH2:31][C:32]3[NH:33][C:34]4[CH:40]=[CH:39][CH:38]=[CH:37][C:35]=4[N:36]=3)=[O:28])=[CH:4][C:3]=2[O:2]1. Reported procedure: prepared by reaction of 1-(3,4-Methylenedioxy-benzyl)5,8-dimethoxy-1,2,3,4-tetrahydroisoquinoline and 2-bromoacetyl bromide with 2-(aminomethyl)-benzimidazole Reactants: Br/C=C/CCOC(c1ccccc1)=O, ClC(c1ccccc1)C. Reagents/catalysts: [Na+].[I-], Cl[Ni]Cl.COCCOC, C1(C2(C3=N[C@H](c4ccccc4C5)[C@H]5O3)CC2)=N[C@H]6[C@H](Cc7ccccc76)O1. The solvent is CC(N(C)C)=O. Conditions: temperature 0 celsius, time 3.25 hour. Product: C[C@@H](/C=C/CCOC(=O)c1ccccc1)c1ccccc1. The yield is 72.0%. Procedure: Following the procedure of Example 1, 1.55 g. (10 mmol) of L-histidine and 2.62 g. (20 mmol) of tetrahydro-1,3-thiazin-2,4-dione are reacted, using 40% aqueous tetramethylammonium hydroxide solution to raise pH and m-nitrobenzoic acid to lower pH, to give L-carnosine in good yield. As a reaction SMILES: [NH2:1][C@H:2]([C:9]([OH:11])=[O:10])[CH2:3][C:4]1[N:8]=[CH:7][NH:6][CH:5]=1.S1[CH2:17][CH2:16][C:15](=[O:18])NC1=O.[OH-].C[N+:22](C)(C)C.[N+](C1C=C(C=CC=1)C(O)=O)([O-])=O>>[CH:5]1[N:6]=[CH:7][NH:8][C:4]=1[CH2:3][C@H:2]([NH:1][C:15]([CH2:16][CH2:17][NH2:22])=[O:18])[C:9]([OH:11])=[O:10] |f:2.3|. Yields the product C1=C(NC=N1)C[C@@H](C(=O)O)NC(=O)CCN (L-carnosine). Reactants: N[C@@H](CC1=CNC=N1)C(=O)O (L-histidine), [N+](=O)([O-])C=1C=C(C(=O)O)C=CC1 (m-nitrobenzoic acid), S1C(NC(CC1)=O)=O (tetrahydro-1,3-thiazin-2,4-dione), [OH-].C[N+](C)(C)C (tetramethylammonium hydroxide). Reactants: COC(=O)C1=C(C)NC(=O)CC1c1ccc(C(F)(F)F)cc1F, [H-], [Na+], CN(C)C=O. The product is COC(=O)C1=C(C)N(C)C(=O)CC1c1ccc(C(F)(F)F)cc1F. Reaction SMILES: [F:1][c:2]1[c:3]([CH:12]2[C:13]([C:20](=[O:21])[O:22][CH3:23])=[C:14]([CH3:19])[NH:15][C:16](=[O:18])[CH2:17]2)[cH:4][cH:5][c:6]([C:8]([F:9])([F:10])[F:11])[cH:7]1.[H-:25].[Na+:24].[O:26]=[CH:27][N:28]([CH3:29])[CH3:30]>>[F:1][c:2]1[c:3]([CH:12]2[C:13]([C:20](=[O:21])[O:22][CH3:23])=[C:14]([CH3:19])[N:15]([CH3:27])[C:16](=[O:18])[CH2:17]2)[cH:4][cH:5][c:6]([C:8]([F:9])([F:10])[F:11])[cH:7]1. Reactants: N1C(=NCC1)CCC1CCNCC1 (4-[2-(4,5-dihydro-1H-imidazol-2-yl)ethyl]piperidine), COC(N(C)C)OC (dimethylformamide dimethylacetal). Solvent: CO (methanol). Conditions: temperature 90 celsius. The product is COC(N1CCC(CC1)CCC=1NCCN1)OC (4-[2-(4,5-dihydro-1H-imidazol-2-yl)ethyl]-1-piperidine carboxaldehyde dimethylacetal). Reaction SMILES: [NH:1]1[CH2:5][CH2:4][N:3]=[C:2]1[CH2:6][CH2:7][CH:8]1[CH2:13][CH2:12][NH:11][CH2:10][CH2:9]1.[CH3:14][O:15][CH:16]([O:20][CH3:21])N(C)C>CO>[CH3:14][O:15][CH:16]([O:20][CH3:21])[N:11]1[CH2:12][CH2:13][CH:8]([CH2:7][CH2:6][C:2]2[NH:3][CH2:4][CH2:5][N:1]=2)[CH2:9][CH2:10]1. Procedure details: A mixture containing 4-[2-(4,5-dihydro-1H-imidazol-2-yl)ethyl]piperidine (1 g, 0.0055M), methanol (10 ml) and dimethylformamide dimethylacetal (10 ml) was heated at 90° C. for 8 hours. The excess of dimethylformamide was removed in vacuo to give 4-[2-(4,5-dihydro-1H-imidazol-2-yl)ethyl]-1-piperidine carboxaldehyde dimethylacetal. To the mixture of 6-aminopenicillanic acid (1.01 g, 0.0045M) and diisopropylethylamine (0.54 ml) in dried chloroform (30 ml) was added the chloroform solution (20 ml) o... The reactants are CCO, [Cl-], CCOC(=O)CCCCCOc1cc(-c2ccc([N+](=O)[O-])cc2)cc(-c2ccccc2)n1, O. Product: CCOC(=O)CCCCCOc1cc(-c2ccc(N)cc2)cc(-c2ccccc2)n1. RXN SMILES: [CH3:34][CH2:35][OH:36].[Cl-:33].[N+:1]([O-:2])(=[O:3])[c:4]1[cH:5][cH:6][c:7](-[c:10]2[cH:11][c:12]([O:22][CH2:23][CH2:24][CH2:25][CH2:26][CH2:27][C:28](=[O:29])[O:30][CH2:31][CH3:32])[n:13][c:14](-[c:16]3[cH:17][cH:18][cH:19][cH:20][cH:21]3)[cH:15]2)[cH:8][cH:9]1.[OH2:37]>>[NH2:1][c:4]1[cH:5][cH:6][c:7](-[c:10]2[cH:11][c:12]([O:22][CH2:23][CH2:24][CH2:25][CH2:26][CH2:27][C:28](=[O:29])[O:30][CH2:31][CH3:32])[n:13][c:14](-[c:16]3[cH:17][cH:18][cH:19][cH:20][cH:21]3)[cH:15]2)[cH:8][cH:9]1.